Dataset: the Open Reaction Database (ORD), a public repository of structured organic reaction records. Task: describe an organic reaction: reactants, conditions, products, and yield Reactants: COC(=O)C=1NC(C2=CC=C(C=C2C1C1=CC=CC=C1)Br)=O (6-bromo-1-oxo-4-phenyl-1,2-dihydroisoquinoline-3-carboxylic acid methyl ester), [H-].[Na+] (sodium hydride), O (Water), BrCC1=CC=2C(=NSN2)C=C1 (5-bromomethylbenzo[2,1,3]thiadiazole). Run in CN(C)C=O (DMF). Run at time 1 hour. Product: COC(=O)C=1N(C(C2=CC=C(C=C2C1C1=CC=CC=C1)Br)=O)CC1=CC=2C(=NSN2)C=C1 (2-(benzo[2,1,3]thiadiazol-5-ylmethyl)-6-bromo-1-oxo-4-phenyl-1,2-dihydroisoquinoline-3-carboxylic acid methyl ester). The yield is 53.1%. RXN SMILES: [CH3:1][O:2][C:3]([C:5]1[NH:6][C:7](=[O:22])[C:8]2[C:13]([C:14]=1[C:15]1[CH:20]=[CH:19][CH:18]=[CH:17][CH:16]=1)=[CH:12][C:11]([Br:21])=[CH:10][CH:9]=2)=[O:4].[H-].[Na+].Br[CH2:26][C:27]1[CH:35]=[CH:34][C:30]2=[N:31][S:32][N:33]=[C:29]2[CH:28]=1.O>CN(C=O)C>[CH3:1][O:2][C:3]([C:5]1[N:6]([CH2:26][C:27]2[CH:35]=[CH:34][C:30]3=[N:31][S:32][N:33]=[C:29]3[CH:28]=2)[C:7](=[O:22])[C:8]2[C:13]([C:14]=1[C:15]1[CH:20]=[CH:19][CH:18]=[CH:17][CH:16]=1)=[CH:12][C:11]([Br:21])=[CH:10][CH:9]=2)=[O:4] |f:1.2|. Procedure: To a solution of 6-bromo-1-oxo-4-phenyl-1,2-dihydroisoquinoline-3-carboxylic acid methyl ester (600 mg) in DMF (6 ml) was added sodium hydride (60% in oil, 74 mg) under ice-cooling, and the mixture was allowed to warm to room temperature and stirred for 1 hr. To the reaction mixture was added 5-bromomethylbenzo[2,1,3]thiadiazole (460 mg) at room temperature, and the mixture was stirred for 2 hrs. Water was added to the reaction mixture and crystals were collected by filtration, washed with ethyl... Starting materials: CC(C)(C)OC(=O)N1CCc2c(cc(-c3ccnc(I)n3)n2CC(F)(F)F)C1=O, O=C([O-])[O-], CC(=O)[O-], CC(=O)[O-], CN1CCN(c2ccc(OC(F)(F)F)c(N)c2)CC1, CN(C)C=O, [K+], [K+], [Pd+2]. Yields the product CN1CCN(c2ccc(OC(F)(F)F)c(Nc3nccc(-c4cc5c(n4CC(F)(F)F)CCN(C(=O)OC(C)(C)C)C5=O)n3)c2)CC1. RXN SMILES: [C:20]([CH3:21])([CH3:22])([CH3:23])[O:24][C:25](=[O:26])[N:27]1[C:28](=[O:48])[c:29]2[c:30]([n:33]([CH2:43][C:44]([F:45])([F:46])[F:47])[c:34](-[c:36]3[n:37][c:38]([I:42])[n:39][cH:40][cH:41]3)[cH:35]2)[CH2:31][CH2:32]1.[C:49](=[O:50])([O-:51])[O-:52].[C:60]([O-:61])(=[O:62])[CH3:63].[C:65]([O-:66])(=[O:67])[CH3:68].[CH3:1][N:2]1[CH2:3][CH2:4][N:5]([c:8]2[cH:9][cH:10][c:11]([O:15][C:16]([F:17])([F:18])[F:19])[c:12]([NH2:14])[cH:13]2)[CH2:6][CH2:7]1.[CH3:55][N:56]([CH3:57])[CH:58]=[O:59].[K+:53].[K+:54].[Pd+2:64]>>[CH3:1][N:2]1[CH2:3][CH2:4][N:5]([c:8]2[cH:9][cH:10][c:11]([O:15][C:16]([F:17])([F:18])[F:19])[c:12]([NH:14][c:38]3[n:37][c:36](-[c:34]4[n:33]([CH2:43][C:44]([F:45])([F:46])[F:47])[c:30]5[c:29]([cH:35]4)[C:28](=[O:48])[N:27]([C:25]([O:24][C:20]([CH3:21])([CH3:22])[CH3:23])=[O:26])[CH2:32][CH2:31]5)[cH:41][cH:40][n:39]3)[cH:13]2)[CH2:6][CH2:7]1. The reactants are COC(=O)c1ccc(N2CCC3(CCN(Cc4ccccc4)C3)C2)nc1, CCO. Product: COC(=O)c1ccc(N2CCC3(CCNC3)C2)nc1. RXN SMILES: [CH2:1]([c:2]1[cH:3][cH:4][cH:5][cH:6][cH:7]1)[N:8]1[CH2:9][C:10]2([CH2:11][CH2:12][N:13]([c:15]3[n:16][cH:17][c:18]([C:19](=[O:20])[O:21][CH3:22])[cH:23][cH:24]3)[CH2:14]2)[CH2:25][CH2:26]1.[CH3:27][CH2:28][OH:29]>>[NH:8]1[CH2:9][C:10]2([CH2:11][CH2:12][N:13]([c:15]3[n:16][cH:17][c:18]([C:19](=[O:20])[O:21][CH3:22])[cH:23][cH:24]3)[CH2:14]2)[CH2:25][CH2:26]1.